From a dataset of the Open Reaction Database (ORD), a public repository of structured organic reaction records. describe an organic reaction: reactants, conditions, products, and yield Reactants: C(C1=CC=CC=C1)O[C@H]1[C@@H]([C@H]2N=C(S[C@H]2O[C@@H]1[C@H](C1SCCCS1)OCC1=CC=CC=C1)N(C)C)OCC1=CC=CC=C1 ((3aR,5S,6S,7R,7aR)-6,7-bis(benzyloxy)-5-((R)-benzyloxy(1,3-dithian-2-yl)methyl)-N,N-dimethyl-5,6,7,7a-tetrahydro-3aH-pyrano[3,2-d]thiazol-2-amine), C(=O)([O-])[O-].[Ca+2] (CaCO3), CI (CH3I). Run in CC(=O)C (acetone), O (water), ClCCl (dichloromethane). Reaction conditions: time 20 hour. Yields the product C(C1=CC=CC=C1)O[C@@H](C=O)[C@@H]1[C@H]([C@@H]([C@H]2N=C(S[C@H]2O1)N(C)C)OCC1=CC=CC=C1)OCC1=CC=CC=C1 ((R)-2-(benzyloxy)-2-((3aR,5S,6S,7R,7aR)-6,7-bis(benzyloxy)-2-(dimethylamino)-5,6,7,7a-tetrahydro-3aH-pyrano[3,2-d]thiazol-5-yl)acetaldehyde). As a reaction SMILES: [CH2:1]([O:8][C@@H:9]1[C@@H:17]([C@@H:18]([O:25][CH2:26][C:27]2[CH:32]=[CH:31][CH:30]=[CH:29][CH:28]=2)[CH:19]2SCCCS2)[O:16][C@H:15]2[C@H:11]([N:12]=[C:13]([N:33]([CH3:35])[CH3:34])[S:14]2)[C@H:10]1[O:36][CH2:37][C:38]1[CH:43]=[CH:42][CH:41]=[CH:40][CH:39]=1)[C:2]1[CH:7]=[CH:6][CH:5]=[CH:4][CH:3]=1.C([O-])([O-])=[O:45].[Ca+2].CI>CC(C)=O.O.ClCCl>[CH2:26]([O:25][C@H:18]([C@H:17]1[O:16][C@H:15]2[C@H:11]([N:12]=[C:13]([N:33]([CH3:35])[CH3:34])[S:14]2)[C@@H:10]([O:36][CH2:37][C:38]2[CH:43]=[CH:42][CH:41]=[CH:40][CH:39]=2)[C@@H:9]1[O:8][CH2:1][C:2]1[CH:7]=[CH:6][CH:5]=[CH:4][CH:3]=1)[CH:19]=[O:45])[C:27]1[CH:28]=[CH:29][CH:30]=[CH:31][CH:32]=1 |f:1.2|. Procedure details: To a solution of 97 (3 g, 4.7 mmol) in acetone (16 mL) and water (4 mL) was added CaCO3 (4.7 g, 47 mmol) and CH3I (13.2 g, 94 mmol). After kept 20 hours at 50° C., the resulting solution was diluted with dichloromethane (30 mL), filtered and extracted with dichloromethane (2×30 mL). The combined organic layer was dried over anhydrous sodium sulfate and concentrated under reduced pressure to afford crude 98, which was used in next step directly; (ES, m/z) [M+H]+ 547.0. The reactants are C(OCCl)(OCC1CCCO1)=O (Chloromethyl (2,3,4,5-tetrahydrofurfuryl) carbonate), [I-].[Na+] (sodium iodide). The solvent is C(C)#N (acetonitrile). Reaction conditions: temperature 60 celsius, time 90 minute. Product: C(OCI)(OCC1CCCO1)=O (iodomethyl (2,3,4,5-tetrahydrofurfuryl) carbonate). The yield is 96.0%. RXN SMILES: [C:1](=[O:12])([O:5][CH2:6][CH:7]1[O:11][CH2:10][CH2:9][CH2:8]1)[O:2][CH2:3]Cl.[I-:13].[Na+]>C(#N)C>[C:1](=[O:12])([O:5][CH2:6][CH:7]1[O:11][CH2:10][CH2:9][CH2:8]1)[O:2][CH2:3][I:13] |f:1.2|. Procedure details: Chloromethyl (2,3,4,5-tetrahydrofurfuryl) carbonate (3.4 g) and sodium iodide (10.46 g) were added to acetonitrile (70 ml), and then the mixture was heated with stirring at 60° C. for 90 minutes. After the reaction solution was cooled, the solvent was distilled off under reduced pressure, and the residue was partitioned between ether (70 ml) and a saturated sodium chloride aqueous solution (50 ml). The organic layer was washed with an aqueous 5% sodium thiosulfate solution (50 ml), water (50 ml)... Starting materials: CCOC(=O)c1cn2ncc(C#N)c(Cl)c2c1C, CCOC(=O)c1cn2ncc(C#N)c(Nc3ccc(Sc4nccn4C)c(Cl)c3)c2c1C, C1CCOC1, Nc1ccc(Oc2ccccc2)cn1, CN(C)C=O. Product: CCOC(=O)c1cn2ncc(C#N)c(Nc3ccc(Oc4ccccc4)cn3)c2c1C. As a reaction SMILES: [CH2:1]([CH3:2])[O:3][C:4](=[O:5])[c:6]1[c:7]([CH3:18])[c:8]2[n:9]([n:10][cH:11][c:12]([C:15]#[N:16])[c:13]2[Cl:14])[cH:17]1.[CH2:33]([O:34][C:35]([c:36]1[c:37]([CH3:38])[c:39]2[c:40]([NH:41][c:42]3[cH:43][cH:44][c:45]([S:46][c:47]4[n:48]([CH3:49])[cH:50][cH:51][n:52]4)[c:53]([Cl:54])[cH:55]3)[c:56]([C:57]#[N:58])[cH:59][n:60][n:61]2[cH:62]1)=[O:63])[CH3:64].[CH2:70]1[O:71][CH2:72][CH2:73][CH2:74]1.[O:19]([c:20]1[cH:21][cH:22][cH:23][cH:24][cH:25]1)[c:26]1[cH:27][cH:28][c:29]([NH2:32])[n:30][cH:31]1.[O:65]=[CH:66][N:67]([CH3:68])[CH3:69]>>[CH2:1]([CH3:2])[O:3][C:4](=[O:5])[c:6]1[c:7]([CH3:18])[c:8]2[n:9]([n:10][cH:11][c:12]([C:15]#[N:16])[c:13]2[NH:32][c:29]2[cH:28][cH:27][c:26]([O:19][c:20]3[cH:21][cH:22][cH:23][cH:24][cH:25]3)[cH:31][n:30]2)[cH:17]1. Reactants: CC1=C(C(CC=C1)(C)C)CCC(C)=O (4-(2,6,6-trimethyl-1,3-cyclohexadien-1-yl)-2-butanone), Cl (Hydrochloric acid), BrBr (bromine). Run in C(Cl)(Cl)Cl (chloroform). Run at time 0.5 hour. Product: CC1(CC=CC(C1CCC(C)=O)=C)C (4-(6,6-dimethyl-2-methylene-3-cyclohexen-1-yl)-2-butanone). Yield: 8.8%. Reaction SMILES: BrBr.Cl.[CH3:4][C:5]1[CH:10]=[CH:9][CH2:8][C:7]([CH3:12])([CH3:11])[C:6]=1[CH2:13][CH2:14][C:15](=[O:17])[CH3:16]>C(Cl)(Cl)Cl>[CH3:11][C:7]1([CH3:12])[CH:6]([CH2:13][CH2:14][C:15](=[O:17])[CH3:16])[C:5](=[CH2:4])[CH:10]=[CH:9][CH2:8]1. Reported procedure: The resulting mixture is cooled in an ice-sodium chloride bath and a mixture of 3.2 grams of bromine and 9 ml chloroform is added drop-wise with stirring over a half hour period. The reaction mass is then stirred at 5°C for a period of 5 hours and then concentrated under reduced pressure. The resulting residue is then heated on a steam bath for a period of 3 hours after 11 ml of N,N-Diethyl-aniline has been added to the residue. After 3 hours 2.5 ml pyridine is then added to the reaction mass an... Starting materials: BrC1=CC2=CN(N=C2C=C1)CCCl (5-bromo-2-(2-chloroethyl)-2H-indazole), BrC=1C=C(C=2NC=3C=C(C=CC3C2N1)N1CCOCC1)C(=O)N (2-bromo-7-morpholino-5H-pyrido[3,2-b]indole-4-carboxamide). Procedure details: This was similarly prepared from 5-bromo-2-(2-chloroethyl)-2H-indazole and 2-bromo-7-morpholino-5H-pyrido[3,2-b]indole-4-carboxamide. MS (ESI) m/z 526.24 (M+H). 1H NMR (500 MHz, DMSO-d6) δ ppm 11.20 (1H, s), 8.50-8.61 (3H, m), 8.34 (1H, s), 8.26 (1H, d, J=9.15 Hz), 8.09 (1H, d, J=8.85 Hz), 7.80 (1H, br. s.), 7.73 (1H, d, J=9.16 Hz), 7.22 (1H, s), 7.01 (1H, d, J=8.55 Hz), 4.59 (2H, t, J=6.26 Hz), 3.77-3.87 (4H, m), 3.56-3.61 (4H, m), 3.20-3.27 (4H, m), 2.91 (2H, t, J=6.41 Hz), 2.42-2.48 (4H, m). As a reaction SMILES: Br[C:2]1[CH:10]=[CH:9][C:8]2[C:4](=[CH:5][N:6](CCCl)[N:7]=2)[CH:3]=1.Br[C:15]1[CH:16]=[C:17]([C:34]([NH2:36])=[O:35])[C:18]2[NH:19][C:20]3[CH:21]=[C:22]([N:28]4[CH2:33][CH2:32][O:31][CH2:30][CH2:29]4)[CH:23]=[CH:24][C:25]=3[C:26]=2[N:27]=1>>[O:31]1[CH2:32][CH2:33][N:28]([C:22]2[CH:23]=[CH:24][C:25]3[C:26]4[N:27]=[C:15]([C:2]5[CH:3]=[C:4]6[C:8](=[CH:9][CH:10]=5)[N:7]([CH2:21][CH2:22][N:28]5[CH2:33][CH2:32][O:31][CH2:30][CH2:29]5)[N:6]=[CH:5]6)[CH:16]=[C:17]([C:34]([NH2:36])=[O:35])[C:18]=4[NH:19][C:20]=3[CH:21]=2)[CH2:29][CH2:30]1. Yields the product O1CCN(CC1)C=1C=CC=2C3=C(NC2C1)C(=CC(=N3)C=3C=C1C=NN(C1=CC3)CCN3CCOCC3)C(=O)N (7-Morpholino-2-(1-(2-morpholinoethyl)-1H-indazol-5-yl)-5H-pyrido[3,2-b]indole-4-carboxamide). Reactants: Cl (hydrogen chloride), CO (methanol), CC1=NC=C(C(=O)O)C=C1 (6-Methylnicotinic acid). The product is CC1=NC=C(C(=O)OC)C=C1 (methyl 6-methylnicotinate). RXN SMILES: [CH3:1][C:2]1[CH:10]=[CH:9][C:5]([C:6]([OH:8])=[O:7])=[CH:4][N:3]=1.Cl.[CH3:12]O>>[CH3:1][C:2]1[CH:10]=[CH:9][C:5]([C:6]([O:8][CH3:12])=[O:7])=[CH:4][N:3]=1. Procedure details: 6-Methylnicotinic acid (0.1 mole) is refluxed in 100 ml. of methanol saturated with gaseous hydrogen chloride for 1 hour and then evaporated to dryness. The residue is stirred saturated aqueous sodium bicarbonate solution and the product is extracted into chloroform. The chloroform extract is dried and concentrated to dryness to give methyl 6-methylnicotinate. Starting materials: CCCCCCCCCC=CC=CC=CC=CC=CC(=O)O, CC(=CCO)CCCC(C)CCCC(C)CCCC(C)C, CCCCCC, CCCCCC(C)C. Yields the product CCCCCCCCCC=CC=CC=CC=CC=CC(=O)OCC=C(C)CCCC(C)CCCC(C)CCCC(C)C. As a reaction SMILES: [C:22]([CH:23]=[CH:24][CH:25]=[CH:26][CH:27]=[CH:28][CH:29]=[CH:30][CH:31]=[CH:32][CH2:33][CH2:34][CH2:35][CH2:36][CH2:37][CH2:38][CH2:39][CH2:40][CH3:41])(=[O:42])[OH:43].[CH3:1][CH:2]([CH3:3])[CH2:4][CH2:5][CH2:6][CH:7]([CH3:8])[CH2:9][CH2:10][CH2:11][CH:12]([CH3:13])[CH2:14][CH2:15][CH2:16][C:17]([CH3:18])=[CH:19][CH2:20][OH:21].[CH3:44][CH2:45][CH2:46][CH2:47][CH2:48][CH3:49].[CH3:50][CH2:51][CH2:52][CH2:53][CH2:54][CH:55]([CH3:56])[CH3:57]>>[CH3:1][CH:2]([CH3:3])[CH2:4][CH2:5][CH2:6][CH:7]([CH3:8])[CH2:9][CH2:10][CH2:11][CH:12]([CH3:13])[CH2:14][CH2:15][CH2:16][C:17]([CH3:18])=[CH:19][CH2:20][O:21][C:22]([CH:23]=[CH:24][CH:25]=[CH:26][CH:27]=[CH:28][CH:29]=[CH:30][CH:31]=[CH:32][CH2:33][CH2:34][CH2:35][CH2:36][CH2:37][CH2:38][CH2:39][CH2:40][CH3:41])=[O:42]. Starting materials: O=[N+]([O-])c1ccc(Cl)cc1Cl, CC(C)(N)CO, O. Yields the product CC(C)(CO)Nc1cc(Cl)ccc1[N+](=O)[O-]. As a reaction SMILES: [Cl:1][c:2]1[c:3]([N+:9](=[O:10])[O-:11])[cH:4][cH:5][c:6]([Cl:8])[cH:7]1.[NH2:12][C:13]([CH2:14][OH:15])([CH3:16])[CH3:17].[OH2:18]>>[c:2]1([NH:12][C:13]([CH2:14][OH:15])([CH3:16])[CH3:17])[c:3]([N+:9](=[O:10])[O-:11])[cH:4][cH:5][c:6]([Cl:8])[cH:7]1. Reactants: atmosphere, ICCC (iodopropane), COC=1C(=CC2=C(CC(NN=C2C2=CC=CC=C2)=O)C1)OC (7,8-dimethoxy-1-phenyl-3,5-dihydro-4H-2,3-benzodiazepin-4-one), C(=O)([O-])[O-].[K+].[K+] (K2CO3), O (H2O). The solvent is CN(C)C=O (DMF). Conditions: time 72 hour. Yields the product COC=1C(=CC2=C(CC(N(N=C2C2=CC=CC=C2)CCC)=O)C1)OC (7,8-dimethoxy-1-phenyl-3-n-propyl-3,5-dihydro-4H-2,3-benzodiazepin-4-one). The yield is 72.0%. RXN SMILES: I[CH2:2][CH2:3][CH3:4].[CH3:5][O:6][C:7]1[C:8]([O:25][CH3:26])=[CH:9][C:10]2[C:16]([C:17]3[CH:22]=[CH:21][CH:20]=[CH:19][CH:18]=3)=[N:15][NH:14][C:13](=[O:23])[CH2:12][C:11]=2[CH:24]=1.C([O-])([O-])=O.[K+].[K+].O>CN(C=O)C>[CH3:5][O:6][C:7]1[C:8]([O:25][CH3:26])=[CH:9][C:10]2[C:16]([C:17]3[CH:22]=[CH:21][CH:20]=[CH:19][CH:18]=3)=[N:15][N:14]([CH2:2][CH2:3][CH3:4])[C:13](=[O:23])[CH2:12][C:11]=2[CH:24]=1 |f:2.3.4|. Reported procedure: Add dropwise under an inert atmosphere 400 μl of iodopropane to a solution of 200 mg (0.675 mmol) of 7,8-dimethoxy-1-phenyl-3,5-dihydro-4H-2,3-benzodiazepin-4-one VIaa and 121 mg (0.878 mmol) of K2CO3 in solution in 5 ml of DMF. After 72 hours at room temperature, add 30 ml of H2O and extract three times with 30 ml of Et2O. Dry the organic fractions on Na2SO4. Purify by chromatography (AcOEt 1/hexane 1). Yield: 72%. M: 48–52° C. 1H-NMR (300 MHz, CDCl3): d 0.83 (t, J=7.34, 3H, CH3), 1.65–1.72 (m,...